Dataset: the Open Reaction Database (ORD), a public repository of structured organic reaction records. Task: describe an organic reaction: reactants, conditions, products, and yield The product is C(C1=CC=CC=C1)(=O)NC=1C=CC(=C(C1)NC(C1=CC=C(C=C1)CCl)=O)C (N-(5-benzamido-2-methylphenyl)-4-(chloromethyl)benzamide). The yield is 99.0%. RXN SMILES: [Cl:1][CH2:2][C:3]1[CH:11]=[CH:10][C:6]([C:7](Cl)=[O:8])=[CH:5][CH:4]=1.[NH2:12][C:13]1[CH:14]=[C:15]([NH:20][C:21](=[O:28])[C:22]2[CH:27]=[CH:26][CH:25]=[CH:24][CH:23]=2)[CH:16]=[CH:17][C:18]=1[CH3:19]>>[C:21]([NH:20][C:15]1[CH:16]=[CH:17][C:18]([CH3:19])=[C:13]([NH:12][C:7](=[O:8])[C:6]2[CH:10]=[CH:11][C:3]([CH2:2][Cl:1])=[CH:4][CH:5]=2)[CH:14]=1)(=[O:28])[C:22]1[CH:23]=[CH:24][CH:25]=[CH:26][CH:27]=1. Starting materials: ClCC1=CC=C(C(=O)Cl)C=C1 (4-chloromethylbenzoyl chloride), NC=1C=C(C=CC1C)NC(C1=CC=CC=C1)=O (N-(3-amino-4-methylphenyl)benzamide). Procedure: Using an analogous procedure to that described in Example 37, 4-chloromethylbenzoyl chloride was reacted with N-(3-amino-4-methylphenyl)benzamide to give the title compound in 99% yield; NMR Spectrum: (DMSOd6) 2.19 (s, 3H), 4.84 (s, 2H), 7.22 (d, 1H), 7.54 (m, 6H), 7.84 (s, 1H), 7.96 (m, 4H), 9.92 (s, 1H), 10.22 (s, 1H); Mass Spectrum: M−H− 377. Reactants: [Li+].[BH4-] (LiBH4), [Li+].[BH4-] (LiBH4), COC(C1=C(C(=CC(=C1)OC)F)F)=O (2,3-difluoro-5-methoxy-benzoic acid methyl ester). Solvent: C1CCOC1 (THF), C1CCOC1 (THF), CCOC(=O)C (EtOAc). Conditions: time 8 hour. Product: FC1=C(C=C(C=C1F)OC)CO ((2,3-Difluoro-5-methoxy-phenyl)-methanol). Reaction SMILES: C[O:2][C:3](=O)[C:4]1[CH:9]=[C:8]([O:10][CH3:11])[CH:7]=[C:6]([F:12])[C:5]=1[F:13].[Li+].[BH4-]>C1COCC1.CCOC(C)=O>[F:13][C:5]1[C:6]([F:12])=[CH:7][C:8]([O:10][CH3:11])=[CH:9][C:4]=1[CH2:3][OH:2] |f:1.2|. Procedure: To a solution of 2,3-difluoro-5-methoxy-benzoic acid methyl ester (925 mg, 4.58 mmol) in THF (25 mL), cooled to 0° C., was added a solution of LiBH4 (199 mg, 9.15 mmol) in THF (5 mL). The reaction mixture was stirred at RT for overnight. An additional aliquot of LiBH4 (4 equiv) was added and stirring was continued at RT for 6 h, and subsequently at 60° C. overnight. The mixture was diluted with EtOAc, the organics were washed with 1N aqueous NaOH solution (50 mL), dried (Phase separator) and eva... The reactants are COC(C1=CN=C(C(=C1)Br)Cl)=O (5-bromo-6-chloro-nicotinic acid methyl ester), N[C@H](CC(C)C)CO ((R)-(−)-leucinol), N1CCCC1 (pyrrolidine), C(#N)C1=CC=C(C=C1)B(O)O (4-cyanophenyl-boronic acid). Yields the product C(#N)C1=CC=C(C=C1)C=1C(=NC=C(C(=O)N[C@H](CC(C)C)CO)C1)N1CCCC1 (5-(4-Cyano-phenyl)-N—((R)-1-hydroxymethyl-3-methyl-butyl)-6-pyrrolidin-1-yl-nicotinamide). As a reaction SMILES: CO[C:3](=[O:12])[C:4]1[CH:9]=[C:8](Br)[C:7](Cl)=[N:6][CH:5]=1.[NH:13]1[CH2:17][CH2:16][CH2:15][CH2:14]1.[C:18]([C:20]1[CH:25]=[CH:24][C:23](B(O)O)=[CH:22][CH:21]=1)#[N:19].[NH2:29][C@@H:30]([CH2:35][OH:36])[CH2:31][CH:32]([CH3:34])[CH3:33]>>[C:18]([C:20]1[CH:25]=[CH:24][C:23]([C:8]2[C:7]([N:13]3[CH2:17][CH2:16][CH2:15][CH2:14]3)=[N:6][CH:5]=[C:4]([CH:9]=2)[C:3]([NH:29][C@@H:30]([CH2:35][OH:36])[CH2:31][CH:32]([CH3:34])[CH3:33])=[O:12])=[CH:22][CH:21]=1)#[N:19]. Procedure details: The title compound was synthesized in analogy to the procedure described for the preparation of Example 43, using 5-bromo-6-chloro-nicotinic acid methyl ester, pyrrolidine (commercially available), 4-cyanophenyl-boronic acid (commercially available) and (R)-(−)-leucinol (commercially available) as starting materials. MS (ISP): 393.4 (M+H+).